Dataset: the Open Reaction Database (ORD), a public repository of structured organic reaction records. Task: describe an organic reaction: reactants, conditions, products, and yield Reaction conditions: time 4 hour. Reaction SMILES: [H-].[Na+].[NH2:3][C:4]1[S:5][C:6]([S:9][CH2:10][CH2:11][CH2:12][N:13]([CH2:16][CH3:17])[CH2:14][CH3:15])=[N:7][N:8]=1.[CH2:18]([O:28][C:29]1[CH:37]=[CH:36][C:32]([C:33](O)=[O:34])=[CH:31][CH:30]=1)/[CH:19]=[C:20](/[CH2:22][CH2:23][CH:24]=[C:25]([CH3:27])[CH3:26])\[CH3:21]>O1CCCC1>[CH2:18]([O:28][C:29]1[CH:30]=[CH:31][C:32]([C:33]([NH:3][C:4]2[S:5][C:6]([S:9][CH2:10][CH2:11][CH2:12][N:13]([CH2:14][CH3:15])[CH2:16][CH3:17])=[N:7][N:8]=2)=[O:34])=[CH:36][CH:37]=1)/[CH:19]=[C:20](/[CH2:22][CH2:23][CH:24]=[C:25]([CH3:27])[CH3:26])\[CH3:21] |f:0.1|. Starting materials: [H-].[Na+] (Sodium hydride), NC=1SC(=NN1)SCCCN(CC)CC (2-amino-5-diethylaminopropylthio-1,3,4-thiadiazole), C(\C=C(/C)\CCC=C(C)C)OC1=CC=C(C(=O)O)C=C1 (4-Geranyloxybenzoic acid). Reported procedure: Sodium hydride (0.4 g) and 2-amino-5-diethylaminopropylthio-1,3,4-thiadiazole (1.5 g) were stirred in tetrahydrofuran (30 ml) for 30 minutes while being cooled with ice. 4-Geranyloxybenzoic acid (1.8 g) and carbonyldlimidazole (1.1 g) were stirred in tetrahydrofuran (30 ml) for 30 minutes at room temperature and the mixture was added to the former reaction mixture. The mixture was stirred for 4 hours at room temperature, and then concentrated under a vacuum. The residue, with water added thereto... Solvent: O1CCCC1 (tetrahydrofuran), O1CCCC1 (tetrahydrofuran). Yields the product C(\C=C(/C)\CCC=C(C)C)OC1=CC=C(C(=O)NC=2SC(=NN2)SCCCN(CC)CC)C=C1 (2-(4-geranyloxybenzoyl)amino-5-diethylaminopropylthio-1,3,4-thiadiazole). Yield: 101.3%. Starting materials: CC(=O)O[BH-](OC(C)=O)OC(C)=O, O=C([O-])O, Cc1cc2c(NC(=O)NC3CCNC3)cccc2cn1, ClCCl, O=Cc1ccccc1C(F)(F)F, [N-]=C=O, [Na+], [Na+]. Product: Cc1cc2c(NC(=O)NC3CCN(Cc4ccccc4C(F)(F)F)C3)cccc2cn1. RXN SMILES: [C:33]([O:34][BH-:35]([O:36][C:37](=[O:38])[CH3:39])[O:40][C:41](=[O:42])[CH3:43])(=[O:44])[CH3:45].[C:47](=[O:48])([O-:49])[OH:50].[CH3:1][c:2]1[n:3][cH:4][c:5]2[cH:6][cH:7][cH:8][c:9]([NH:12][C:13](=[O:14])[NH:15][CH:16]3[CH2:17][NH:18][CH2:19][CH2:20]3)[c:10]2[cH:11]1.[Cl:55][CH2:56][Cl:57].[F:21][C:22]([c:23]1[c:24]([CH:25]=[O:26])[cH:27][cH:28][cH:29][cH:30]1)([F:31])[F:32].[N-:52]=[C:53]=[O:54].[Na+:46].[Na+:51]>>[CH3:1][c:2]1[n:3][cH:4][c:5]2[cH:6][cH:7][cH:8][c:9]([NH:12][C:13](=[O:14])[NH:15][CH:16]3[CH2:17][N:18]([CH2:25][c:24]4[c:23]([C:22]([F:21])([F:31])[F:32])[cH:30][cH:29][cH:28][cH:27]4)[CH2:19][CH2:20]3)[c:10]2[cH:11]1. The product is COC(=O)c1c(-c2ccc(F)cc2)c2cc(OCc3ccccc3)ccc2c(=O)n1CC(C)C. As a reaction SMILES: [CH2:1]([c:2]1[cH:3][cH:4][cH:5][cH:6][cH:7]1)[O:8][c:9]1[cH:10][c:11]2[c:12]([O:28][S:29]([C:30]([F:31])([F:32])[F:33])(=[O:34])=[O:35])[c:13]([C:24](=[O:25])[O:26][CH3:27])[n:14]([CH2:20][CH:21]([CH3:22])[CH3:23])[c:15](=[O:19])[c:16]2[cH:17][cH:18]1.[CH3:52][c:53]1[cH:54][cH:55][cH:56][cH:57][cH:58]1.[CH3:59][OH:60].[Na+:46].[Na+:47].[O-:48][C:49](=[O:50])[O-:51].[OH2:61].[OH:36][B:37]([OH:38])[c:39]1[cH:40][cH:41][c:42]([F:43])[cH:44][cH:45]1.[cH:62]1[cH:63][cH:64][c:65]([P:66]([Pd:67]([P:68]([c:69]2[cH:70][cH:71][cH:72][cH:73][cH:74]2)([c:75]2[cH:76][cH:77][cH:78][cH:79][cH:80]2)[c:81]2[cH:82][cH:83][cH:84][cH:85][cH:86]2)([P:87]([c:88]2[cH:89][cH:90][cH:91][cH:92][cH:93]2)([c:94]2[cH:95][cH:96][cH:97][cH:98][cH:99]2)[c:100]2[cH:101][cH:102][cH:103][cH:104][cH:105]2)[P:106]([c:107]2[cH:108][cH:109][cH:110][cH:111][cH:112]2)([c:113]2[cH:114][cH:115][cH:116][cH:117][cH:118]2)[c:119]2[cH:120][cH:121][cH:122][cH:123][cH:124]2)([c:125]2[cH:126][cH:127][cH:128][cH:129][cH:130]2)[c:131]2[cH:132][cH:133][cH:134][cH:135][cH:136]2)[cH:137][cH:138]1>>[CH2:1]([c:2]1[cH:3][cH:4][cH:5][cH:6][cH:7]1)[O:8][c:9]1[cH:10][c:11]2[c:12](-[c:39]3[cH:40][cH:41][c:42]([F:43])[cH:44][cH:45]3)[c:13]([C:24](=[O:25])[O:26][CH3:27])[n:14]([CH2:20][CH:21]([CH3:22])[CH3:23])[c:15](=[O:19])[c:16]2[cH:17][cH:18]1. Reactants: COC(=O)c1c(OS(=O)(=O)C(F)(F)F)c2cc(OCc3ccccc3)ccc2c(=O)n1CC(C)C, Cc1ccccc1, CO, [Na+], [Na+], O=C([O-])[O-], O, OB(O)c1ccc(F)cc1, c1ccc(P(c2ccccc2)(c2ccccc2)[Pd](P(c2ccccc2)(c2ccccc2)c2ccccc2)(P(c2ccccc2)(c2ccccc2)c2ccccc2)P(c2ccccc2)(c2ccccc2)c2ccccc2)cc1. Reactants: IC=1C=C(C=CC1)NC(=S)NC(C)=O (N-(3-iodophenyl)-N'-acetylthiourea), C([O-])([O-])=O.[K+].[K+] (potassium carbonate), CI (methyliodide). Run in CC(=O)C (acetone). The product is IC=1C=C(C=CC1)NC(SC)=NC(C)=O (N-(3-iodophenyl)-N'-acetyl-S-methylisothiourea). As a reaction SMILES: [I:1][C:2]1[CH:3]=[C:4]([NH:8][C:9]([NH:11][C:12](=[O:14])[CH3:13])=[S:10])[CH:5]=[CH:6][CH:7]=1.[C:15](=O)([O-])[O-].[K+].[K+].CI>CC(C)=O>[I:1][C:2]1[CH:3]=[C:4]([NH:8][C:9](=[N:11][C:12](=[O:14])[CH3:13])[S:10][CH3:15])[CH:5]=[CH:6][CH:7]=1 |f:1.2.3|. Procedure details: 19.1 g (0.05 M) of N-(3-iodophenyl)-N'-acetylthiourea, 4.2 g (0.03 M) of potassium carbonate, 3.8 ml (0.06 M) of methyliodide and 100 ml of acetone are boiled during 4 hours. The acetone is distilled off. Water is added to the residue, it is heated up to 50°-60° and is ground. The sediment is filtered. After drying 19.8 g (100% of the theoretical yield) of N-(3-iodophenyl)-N'-acetyl-S-methylisothiourea are obtained with a melting point of 80°-90° C. After being twice recrystallized from ethanol ... RXN SMILES: [CH2:32]1[O:33][CH2:34][CH2:35][CH2:36]1.[CH3:1][O:2][C:3]1([C:11]#[C:12][C:13]([OH:14])([c:15]2[cH:16][n:17][cH:18][cH:19][cH:20]2)[c:21]2[cH:22][cH:23][cH:24][cH:25][cH:26]2)[CH2:4][N:5]2[CH2:6][CH2:7][CH:8]1[CH2:9][CH2:10]2.[CH3:27][S:28]([OH:29])(=[O:30])=[O:31]>>[CH3:1][O:2][C:3]1([C:11]#[C:12][C:13]([OH:14])([c:15]2[cH:16][n:17][cH:18][cH:19][cH:20]2)[c:21]2[cH:22][cH:23][cH:24][cH:25][cH:26]2)[CH2:4][NH+:5]2[CH2:6][CH2:7][CH:8]1[CH2:9][CH2:10]2.[CH3:27][S:28](=[O:29])(=[O:30])[O-:31]. Yields the product COC1(C#CC(O)(c2ccccc2)c2cccnc2)C[NH+]2CCC1CC2, CS(=O)(=O)[O-]. Reactants: C1CCOC1, COC1(C#CC(O)(c2ccccc2)c2cccnc2)CN2CCC1CC2, CS(=O)(=O)O. The reactants are C1CCOC1, ClCC1CO1, FB(F)F, [Li]CCCC, O=C1CCCN1. Yields the product O=C1CCCN1CC(O)CCl. Reaction SMILES: [CH2:21]1[O:22][CH2:23][CH2:24][CH2:25]1.[Cl:16][CH2:17][CH:18]1[CH2:19][O:20]1.[F:12][B:13]([F:14])[F:15].[Li:7][CH2:8][CH2:9][CH2:10][CH3:11].[NH:1]1[C:2](=[O:6])[CH2:3][CH2:4][CH2:5]1>>[N:1]1([CH2:19][CH:18]([CH2:17][Cl:16])[OH:20])[C:2](=[O:6])[CH2:3][CH2:4][CH2:5]1. Starting materials: ClC=1C=C(C=CC1Cl)C1=CC(=NN1C1=CC=C(C=C1)OC)C[C@H](C(=O)N1C(O[C@H]2[C@@H]1C=1C=CC=CC1C2)=O)C=2C=C(C=CC2)C ((2S,3aS,8aR)-3-{3-[5-(3,4-dichlorophenyl)-1-(4-methoxyphenyl)-1H-pyrazol-3-yl]-2-m-tolyl-propionyl}-3,3a,8,8a-tetrahydro-indeno[1,2-d]oxazol-2-one), OO (H2O2), O[Li].O (LiOH hydrate). Run in C1CCOC1 (THF), O (H2O), O (H2O). Conditions: time 90 minute. The product is ClC=1C=C(C=CC1Cl)C1=CC(=NN1C1=CC=C(C=C1)OC)C[C@H](C(=O)O)C=1C=C(C=CC1)C ((S)-3-[5-(3,4-dichloro-phenyl)-1-(4-methoxy-phenyl)-1H-pyrazol-3-yl]-2-m-tolyl-propionic acid). The yield is 81.7%. As a reaction SMILES: [Cl:1][C:2]1[CH:3]=[C:4]([C:9]2[N:13]([C:14]3[CH:19]=[CH:18][C:17]([O:20][CH3:21])=[CH:16][CH:15]=3)[N:12]=[C:11]([CH2:22][C@@H:23]([C:39]3[CH:40]=[C:41]([CH3:45])[CH:42]=[CH:43][CH:44]=3)[C:24](N3[C@H]4C5C=CC=CC=5C[C@H]4OC3=O)=[O:25])[CH:10]=2)[CH:5]=[CH:6][C:7]=1[Cl:8].[OH:46]O.O[Li].O>C1COCC1.O>[Cl:1][C:2]1[CH:3]=[C:4]([C:9]2[N:13]([C:14]3[CH:15]=[CH:16][C:17]([O:20][CH3:21])=[CH:18][CH:19]=3)[N:12]=[C:11]([CH2:22][C@@H:23]([C:39]3[CH:40]=[C:41]([CH3:45])[CH:42]=[CH:43][CH:44]=3)[C:24]([OH:46])=[O:25])[CH:10]=2)[CH:5]=[CH:6][C:7]=1[Cl:8] |f:2.3|. Procedure: To a stirred solution of (2S,3aS,8aR)-3-{3-[5-(3,4-dichlorophenyl)-1-(4-methoxyphenyl)-1H-pyrazol-3-yl]-2-m-tolyl-propionyl}-3,3a,8,8a-tetrahydro-indeno[1,2-d]oxazol-2-one (20.7 g, 0.0323 mol) in THF (230 mL) and H2O (45 mL) at 0° C. was added 30% H2O2 (15.0 mL, 0.147 mol) followed by LiOH hydrate (2.75 g, 0.0655 mol) in H2O (15 mL). The reaction mixture was allowed to warm to rt and was stirred for 90 min. The mixture was cooled to 0° C. and then quenched with 1.5 N Na2SO3 (20 mL) maintaining p...